From a dataset of the Open Reaction Database (ORD), a public repository of structured organic reaction records. describe an organic reaction: reactants, conditions, products, and yield Reactants: CN(C(C1=C(C=CC(=C1)N1N=NN=C1)OC)=O)C[C@@H](CC=C)C1=CC=CC=C1 ((S)-N-methyl-N-(2-phenylpent-4-enyl)-2-methoxy-5-(1H-tetrazol-1-yl)benzamide), I(=O)(=O)(=O)[O-].[Na+] (sodium meta-periodate), residue, CC(=O)C.C(C)(C)(C)O.O (acetone t-butanol water), C[N+]1(CCOCC1)[O-] (N-methylmorpholine N-oxide). The reagents and catalysts are [Os](=O)(=O)(=O)=O (osmium tetraoxide). Run in CO.ClCCl (methanol dichloromethane), CO.ClCCl (methanol dichloromethane), O1CCCC1.O (tetrahydrofuran water), C(C)(=O)OCC (ethyl acetate). Reaction conditions: time 18 hour. Product: CN(C(C1=C(C=CC(=C1)N1N=NN=C1)OC)=O)C[C@@H](CC=O)C1=CC=CC=C1 ((S)-N-methyl-N-(2-phenyl-4-oxobutyl)-2-methoxy-5-(1H-tetrazol-1-yl)benzamide). As a reaction SMILES: [CH3:1][N:2]([CH2:18][C@H:19]([C:23]1[CH:28]=[CH:27][CH:26]=[CH:25][CH:24]=1)[CH2:20][CH:21]=C)[C:3](=[O:17])[C:4]1[CH:9]=[C:8]([N:10]2[CH:14]=[N:13][N:12]=[N:11]2)[CH:7]=[CH:6][C:5]=1[O:15][CH3:16].CC(C)=[O:31].C(O)(C)(C)C.O.C[N+]1([O-])CCOCC1.I([O-])(=O)(=O)=O.[Na+]>C(OCC)(=O)C.[Os](=O)(=O)(=O)=O.CO.ClCCl.O1CCCC1.O>[CH3:1][N:2]([CH2:18][C@H:19]([C:23]1[CH:28]=[CH:27][CH:26]=[CH:25][CH:24]=1)[CH2:20][CH:21]=[O:31])[C:3](=[O:17])[C:4]1[CH:9]=[C:8]([N:10]2[CH:14]=[N:13][N:12]=[N:11]2)[CH:7]=[CH:6][C:5]=1[O:15][CH3:16] |f:1.2.3,5.6,9.10,11.12|. Reported procedure: Combine (S)-N-methyl-N-(2-phenylpent-4-enyl)-2-methoxy-5-(1H-tetrazol-1-yl)benzamide (3.13 g, 8.3 mmol), acetone/t-butanol/water (2/1/1, 90 mL), and a solution of N-methylmorpholine N-oxide (2.06 mL, 50% in water, 9.95 mmol). Add a solution of osmium tetraoxide (2.56 mL, 4% in water, 0.5 mmol). After 18 hours, evaporate in vacuo to remove most of the acetone and extract the evaporated reaction mixture with dichloromethane. Extract the organic layer with an aqueous 10% solution of sodium thiosulf... Starting materials: CC1CNCCN1, CN1CCCC1=O, Cc1c(F)c(Br)cc2c1c(=O)c(C(=O)O)cn2C1CC1. The product is Cc1c(F)c(N2CCNC(C)C2)cc2c1c(=O)c(C(=O)O)cn2C1CC1. RXN SMILES: [CH3:21][CH:22]1[CH2:23][NH:24][CH2:25][CH2:26][NH:27]1.[CH3:28][N:29]1[CH2:30][CH2:31][CH2:32][C:33]1=[O:34].[CH:1]1([n:4]2[cH:5][c:6]([C:18](=[O:19])[OH:20])[c:7](=[O:17])[c:8]3[c:9]([CH3:16])[c:10]([F:15])[c:11]([Br:14])[cH:12][c:13]23)[CH2:2][CH2:3]1>>[CH:1]1([n:4]2[cH:5][c:6]([C:18](=[O:19])[OH:20])[c:7](=[O:17])[c:8]3[c:9]([CH3:16])[c:10]([F:15])[c:11]([N:24]4[CH2:23][CH:22]([CH3:21])[NH:27][CH2:26][CH2:25]4)[cH:12][c:13]23)[CH2:2][CH2:3]1. Reactants: CCOC(=O)Cl, O=C(NC1CNC1)c1c[nH]c2c(-c3c(OCC4CC4)ccc4c3OCO4)ncnc12. The product is CCOC(=O)N1CC(NC(=O)c2c[nH]c3c(-c4c(OCC5CC5)ccc5c4OCO5)ncnc23)C1. RXN SMILES: [Cl:31][C:32](=[O:33])[O:34][CH2:35][CH3:36].[NH:1]1[CH2:2][CH:3]([NH:5][C:6](=[O:7])[c:8]2[cH:9][nH:10][c:11]3[c:12]2[n:13][cH:14][n:15][c:16]3-[c:17]2[c:18]([O:26][CH2:27][CH:28]3[CH2:29][CH2:30]3)[cH:19][cH:20][c:21]3[c:25]2[O:24][CH2:23][O:22]3)[CH2:4]1>>[N:1]1([C:32](=[O:33])[O:34][CH2:35][CH3:36])[CH2:2][CH:3]([NH:5][C:6](=[O:7])[c:8]2[cH:9][nH:10][c:11]3[c:12]2[n:13][cH:14][n:15][c:16]3-[c:17]2[c:18]([O:26][CH2:27][CH:28]3[CH2:29][CH2:30]3)[cH:19][cH:20][c:21]3[c:25]2[O:24][CH2:23][O:22]3)[CH2:4]1. Starting materials: C(#N)[BH3-].[Na+] (sodium cyanoborohydride), C(C)(C)C=1C=C(C=CC1)NC1=NC2=C(N1C)C=CC(=C2)OC2=CC(=NC=C2)NC(CC2CCNCC2)=O (N-(4-(2-(3-isopropylphenylamino)-1-methyl-1H-benzo[d]imidazol-5-yloxy)pyridin-2-yl)-2-(piperidin-4-yl)acetamide), C(C)(=O)O (acetic acid), C=O (formaline), C([O-])([O-])=O.[Na+].[Na+] (sodium carbonate). Solvent: O1CCCC1.CO (tetrahydrofuran methanol). Conditions: time 1 hour. Yields the product C(C)(C)C=1C=C(C=CC1)NC1=NC2=C(N1C)C=CC(=C2)OC2=CC(=NC=C2)NC(CC2CCN(CC2)C)=O (N-[4-({2-[(3-isopropylphenyl)amino]-1-methyl-1H-benzimidazol-5-yl}oxy)pyridin-2-yl]-2-(1-methylpiperidin-4-yl)acetamide). As a reaction SMILES: [CH:1]([C:4]1[CH:5]=[C:6]([NH:10][C:11]2[N:15]([CH3:16])[C:14]3[CH:17]=[CH:18][C:19]([O:21][C:22]4[CH:27]=[CH:26][N:25]=[C:24]([NH:28][C:29](=[O:37])[CH2:30][CH:31]5[CH2:36][CH2:35][NH:34][CH2:33][CH2:32]5)[CH:23]=4)=[CH:20][C:13]=3[N:12]=2)[CH:7]=[CH:8][CH:9]=1)([CH3:3])[CH3:2].[C:38](O)(=O)C.C=O.C([BH3-])#N.[Na+].C(=O)([O-])[O-].[Na+].[Na+]>O1CCCC1.CO>[CH:1]([C:4]1[CH:5]=[C:6]([NH:10][C:11]2[N:15]([CH3:16])[C:14]3[CH:17]=[CH:18][C:19]([O:21][C:22]4[CH:27]=[CH:26][N:25]=[C:24]([NH:28][C:29](=[O:37])[CH2:30][CH:31]5[CH2:32][CH2:33][N:34]([CH3:38])[CH2:35][CH2:36]5)[CH:23]=4)=[CH:20][C:13]=3[N:12]=2)[CH:7]=[CH:8][CH:9]=1)([CH3:3])[CH3:2] |f:3.4,5.6.7,8.9|. Procedure details: To the mixture containing N-(4-(2-(3-isopropylphenylamino)-1-methyl-1H-benzo[d]imidazol-5-yloxy)pyridin-2-yl)-2-(piperidin-4-yl)acetamide (1 eq), glacial acetic acid (2 eq), and formaline (7.5 eq) in tetrahydrofuran:methanol (1:1) was added sodium cyanoborohydride (2 eq) and stirred at room temperature for one hour. Reaction neutralized with saturated sodium carbonate solution and extracted with ethyl acetate. The organic layer was washed with brine, dried over sodium sulfate and concentrated to... Starting materials: NC=1C(=NC=C(C1)C(F)(F)F)O (3-amino-2-hydroxy-5-trifluoromethylpyridine), C(C1=CC=NC=C1)(=O)O (isonicotinic acid), CCN=C=NCCCN(C)C (WSC), N1=CC=CC=C1 (pyridine). Solvent: O (water). Conditions: temperature 80 celsius. The product is OC1=NC=C(C=C1NC(C1=CC=NC=C1)=O)C(F)(F)F (N-[2-hydroxy-5-(trifluoromethyl)pyridin-3-yl]isonicotinamide). Yield: 76.9%. As a reaction SMILES: [NH2:1][C:2]1[C:3]([OH:12])=[N:4][CH:5]=[C:6]([C:8]([F:11])([F:10])[F:9])[CH:7]=1.[C:13](O)(=[O:20])[C:14]1[CH:19]=[CH:18][N:17]=[CH:16][CH:15]=1.CCN=C=NCCCN(C)C.N1C=CC=CC=1>O>[OH:12][C:3]1[C:2]([NH:1][C:13](=[O:20])[C:14]2[CH:19]=[CH:18][N:17]=[CH:16][CH:15]=2)=[CH:7][C:6]([C:8]([F:11])([F:9])[F:10])=[CH:5][N:4]=1. Procedure details: A mixture of 1.0 g of 3-amino-2-hydroxy-5-trifluoromethylpyridine, 0.69 g of isonicotinic acid, 1.40 g of WSC and 7 ml of pyridine was stirred while heating at 80° C. for two hours. The reaction mixture was cooled to room temperature, and then water was added to the reaction mixture, followed by extraction with ethyl acetate three times. The combined organic layers were washed with water and a saturated sodium chloride solution, dried over anhydrous magnesium sulfate, and concentrated under redu... Starting materials: ClC=1C=CC=2N(N=C3C2C1C(C1=C(C=CC=C13)OCC1=CC=CC=C1)=O)CCN(CC1=CC=CC=C1)CCO (5-Chloro-2-[2-[(2-hydroxyethyl)(phenylmethyl)amino]ethyl]-7-(phenylmethoxy)anthra[1,9-cd]pyrazol-6(2H)-one), NCCNCCO (2-(2-aminoethylamino)-ethanol). Run in CC(C)O (2-propanol). Reaction conditions: temperature 160 celsius. Product: OCCNCCNC=1C=CC=2N(N=C3C2C1C(C1=C(C=CC=C13)OCC1=CC=CC=C1)=O)CCN(CC1=CC=CC=C1)CCO (5-[[2-[(2-Hydroxyethyl)amino]ethyl]amino]-2-[2-[(2-hydroxyethyl)(phenylmethyl)amino]ethyl] -7-(phenylmethoxy)anthra[1,9-cd]pyrazol-6(2H)-one). Yield: 60.4%. As a reaction SMILES: Cl[C:2]1[CH:3]=[CH:4][C:5]2[N:6]([CH2:27][CH2:28][N:29]([CH2:37][CH2:38][OH:39])[CH2:30][C:31]3[CH:36]=[CH:35][CH:34]=[CH:33][CH:32]=3)[N:7]=[C:8]3[C:17]4[C:12](=[C:13]([O:18][CH2:19][C:20]5[CH:25]=[CH:24][CH:23]=[CH:22][CH:21]=5)[CH:14]=[CH:15][CH:16]=4)[C:11](=[O:26])[C:10]=1[C:9]=23.[NH2:40][CH2:41][CH2:42][NH:43][CH2:44][CH2:45][OH:46]>CC(O)C>[OH:46][CH2:45][CH2:44][NH:43][CH2:42][CH2:41][NH:40][C:2]1[CH:3]=[CH:4][C:5]2[N:6]([CH2:27][CH2:28][N:29]([CH2:37][CH2:38][OH:39])[CH2:30][C:31]3[CH:36]=[CH:35][CH:34]=[CH:33][CH:32]=3)[N:7]=[C:8]3[C:17]4[C:12](=[C:13]([O:18][CH2:19][C:20]5[CH:25]=[CH:24][CH:23]=[CH:22][CH:21]=5)[CH:14]=[CH:15][CH:16]=4)[C:11](=[O:26])[C:10]=1[C:9]=23. Procedure: A mixture of 6.0 g (11.2 mmol) of 5-chloro-2-[2-[(2-hydroxyethyl)(phenylmethyl)amino]ethyl]-7-(phenylmethoxy)anthra[1,9-cd]pyrazol-6(2H)-one (8) and 12.2 ml (121 mmol) of 2-(2-aminoethylamino)-ethanol was heated at 160° C. for 24 hr. The cooled mixture was diluted with 60 ml of 2-propanol then maintained at 0°-5° C. for several days. The precipitate was collected, washed with cold 2-propanol then diethyl ether, and dried at 60° C. under vacuum for 18 hours to give 4.1 g (60%) of 10, mp 134°-137°... Procedure details: A biphasic mixture of 2-amino-2-methylpropyl 4-methoxybenzoate hydrochloride (0.24 g, 0.92 mmol), DCM (9.2 mL) and saturated aqueous Na2CO3 (18.5 mL) was cooled to 0° C. Thiophosgene (0.35 mL, 4.62 mmol) was added and the mixture was stirred for 15 min. The organic layer was separated, dried with Na2SO4, filtered and concentrated to give the title compound (0.24 g, 99%) as a colorless oil. 1H NMR (400 MHz, CDCl3) δ 8.17-7.92 (m, 2 H), 7.06-6.81 (m, 2 H), 4.27 (s, 2 H), 3.89 (s, 3 H), 1.50 (s, 6 ... Reaction conditions: temperature 0 celsius, time 15 minute. The yield is 98.3%. Solvent: C(Cl)Cl (DCM). The product is COC1=CC=C(C(=O)OCC(C)(C)N=C=S)C=C1 (2-isothiocyanato-2-methylpropyl 4-methoxybenzoate). The reactants are Cl.COC1=CC=C(C(=O)OCC(C)(C)N)C=C1 (2-amino-2-methylpropyl 4-methoxybenzoate hydrochloride), C(=O)([O-])[O-].[Na+].[Na+] (Na2CO3), C(=S)(Cl)Cl (Thiophosgene). RXN SMILES: Cl.[CH3:2][O:3][C:4]1[CH:17]=[CH:16][C:7]([C:8]([O:10][CH2:11][C:12]([NH2:15])([CH3:14])[CH3:13])=[O:9])=[CH:6][CH:5]=1.C([O-])([O-])=O.[Na+].[Na+].[C:24](Cl)(Cl)=[S:25]>C(Cl)Cl>[CH3:2][O:3][C:4]1[CH:5]=[CH:6][C:7]([C:8]([O:10][CH2:11][C:12]([N:15]=[C:24]=[S:25])([CH3:14])[CH3:13])=[O:9])=[CH:16][CH:17]=1 |f:0.1,2.3.4|.